Dataset: the Open Reaction Database (ORD), a public repository of structured organic reaction records. Task: describe an organic reaction: reactants, conditions, products, and yield Starting materials: NC1=NC(=CC=C1)N (2,6-Diaminopyridine), [OH-].[Na+] (sodium hydroxide), ( 6 ), C(C1=CC=CC=C1)(=O)CC(C)=O (benzoylacetone), S(O)(O)(=O)=O (sulfuric acid). Run in C(C)(=O)O (acetic acid), O (water). Run at time 24 hour. Yields the product NC1=CC=C2C(=CC(=NC2=N1)C1=CC=CC=C1)C (7-Amino-4-methyl-2-phenyl-1,8-naphthyridine). Reaction SMILES: [NH2:1][C:2]1[CH:7]=[CH:6][CH:5]=[C:4]([NH2:8])[N:3]=1.[C:9]([CH2:17][C:18](=O)[CH3:19])(=O)[C:10]1[CH:15]=[CH:14][CH:13]=[CH:12][CH:11]=1.S(=O)(=O)(O)O.[OH-].[Na+]>O.C(O)(=O)C>[NH2:8][C:4]1[N:3]=[C:2]2[C:7]([C:18]([CH3:19])=[CH:17][C:9]([C:10]3[CH:15]=[CH:14][CH:13]=[CH:12][CH:11]=3)=[N:1]2)=[CH:6][CH:5]=1 |f:3.4|. Procedure: 2,6-Diaminopyridine (16.4 g., 0.15 mole), 24 g. of benzoylacetone, 75 ml. of acetic acid and 1.5 ml of 96% sulfuric acid was refluxed with stirring for 24 hours. The solution was poured slowly with stirring into 50 g. of sodium hydroxide in 250 ml. of water; the temperature was held 20°-30° by cooling. The tan solid was filtered, washed well with water and dried, 21.8 g. One recrystallization from 100 ml. of 95% ethanol gave 6.9 g. of coarse needles, m.p. 65°-190°; a second recrystallization fro... Reactants: CO, CC(C)(C)OC(=O)N1CCCC(Oc2ccc3[nH]ncc3c2)C1. Yields the product c1cc2[nH]ncc2cc1OC1CCCNC1. Reaction SMILES: [CH3:24][OH:25].[nH:1]1[n:2][cH:3][c:4]2[cH:5][c:6]([O:10][CH:11]3[CH2:12][N:13]([C:17]([O:18][C:19]([CH3:20])([CH3:21])[CH3:22])=[O:23])[CH2:14][CH2:15][CH2:16]3)[cH:7][cH:8][c:9]12>>[nH:1]1[n:2][cH:3][c:4]2[cH:5][c:6]([O:10][CH:11]3[CH2:12][NH:13][CH2:14][CH2:15][CH2:16]3)[cH:7][cH:8][c:9]12. Reactants: CS(=O)C (DMSO), C(C(=O)Cl)(=O)Cl (oxalyl chloride), C(C)(C)(C)OC([C@]1(N(CCC1)C(=O)OCC1=CC=CC=C1)CCCO)=O (N-Cbz-2-(Hydroxypropyl)proline tert-Butyl Ester), C(C)(C)N(CC)C(C)C (diisopropylethylamine). Solvent: C(Cl)Cl (CH2Cl2), C(Cl)Cl (CH2Cl2). Conditions: temperature -78 celsius, time 20 minute. Product: C(C)(C)(C)OC([C@]1(N(CCC1)C(=O)OCC1=CC=CC=C1)CCCC=O)=O (N-Cbz-2-(Formylpropyl)proline tert-Butyl Ester). The yield is 3.2%. As a reaction SMILES: CS(C)=O.[C:5](Cl)(=[O:9])[C:6](Cl)=O.[C:11]([O:15][C:16](=[O:36])[C@:17]1([CH2:32][CH2:33]CO)[CH2:21][CH2:20][CH2:19][N:18]1[C:22]([O:24][CH2:25][C:26]1[CH:31]=[CH:30][CH:29]=[CH:28][CH:27]=1)=[O:23])([CH3:14])([CH3:13])[CH3:12].C(N(C(C)C)CC)(C)C>C(Cl)Cl>[C:11]([O:15][C:16](=[O:36])[C@:17]1([CH2:32][CH2:33][CH2:6][CH:5]=[O:9])[CH2:21][CH2:20][CH2:19][N:18]1[C:22]([O:24][CH2:25][C:26]1[CH:27]=[CH:28][CH:29]=[CH:30][CH:31]=1)=[O:23])([CH3:14])([CH3:13])[CH3:12]. Procedure: Dry DMSO (9.90 mL, 139 mmol) was added dropwise over 5 min to a stirred cooled (−78° C.) solution of distilled oxalyl chloride (6.3 imL, 73.1 mmol) in CH2Cl2 (150 mL). After 20 min, a solution of the alcohol 5 (26.6 g, 73.1 mmol) in CH2Cl2 (50 mL) was added over 3 h. The resultant slurry was stirred for 30 min at −78° C. and then dry diisopropylethylamine (32.0 mL, 183 mmol) was injected dropwise over 3 h. Stirring was continued at −78° C. for 30 min, the cold bath removed, and after a further 3...